Dataset: the Open Reaction Database (ORD), a public repository of structured organic reaction records. Task: describe an organic reaction: reactants, conditions, products, and yield Yields the product O=c1c(Cl)c(Cl)cnn1Cc1ccccc1. As a reaction SMILES: [Br-:24].[Br:10][CH2:11][c:12]1[cH:13][cH:14][cH:15][cH:16][cH:17]1.[C:18](=[O:19])([O-:20])[O-:21].[CH3:25][CH2:26][CH2:27][CH2:28][N+:29]([CH2:30][CH2:31][CH2:32][CH3:33])([CH2:34][CH2:35][CH2:36][CH3:37])[CH2:38][CH2:39][CH2:40][CH3:41].[CH3:42][C:43]#[N:44].[Cl:1][c:2]1[c:3](=[O:9])[nH:4][n:5][cH:6][c:7]1[Cl:8].[K+:22].[K+:23]>>[Cl:1][c:2]1[c:3](=[O:9])[n:4]([CH2:11][c:12]2[cH:13][cH:14][cH:15][cH:16][cH:17]2)[n:5][cH:6][c:7]1[Cl:8]. The reactants are [Br-], BrCc1ccccc1, O=C([O-])[O-], CCCC[N+](CCCC)(CCCC)CCCC, CC#N, O=c1[nH]ncc(Cl)c1Cl, [K+], [K+].